Dataset: the Open Reaction Database (ORD), a public repository of structured organic reaction records. Task: describe an organic reaction: reactants, conditions, products, and yield The reactants are Cc1onc(-c2ccccc2)c1COc1ccc(C(=O)O)cn1, CCN(C(C)C)C(C)C, F[B-](F)(F)F, Nc1ccc(F)cc1, CN(C)C=O, CN(C)C(On1nnc2ccccc21)=[N+](C)C. Yields the product Cc1onc(-c2ccccc2)c1COc1ccc(C(=O)Nc2ccc(F)cc2)cn1. RXN SMILES: [CH3:1][c:2]1[c:3]([CH2:13][O:14][c:15]2[n:16][cH:17][c:18]([C:19](=[O:20])[OH:21])[cH:22][cH:23]2)[c:4](-[c:7]2[cH:8][cH:9][cH:10][cH:11][cH:12]2)[n:5][o:6]1.[CH:46]([N:47]([CH2:48][CH3:49])[CH:50]([CH3:51])[CH3:52])([CH3:53])[CH3:54].[F:24][B-:25]([F:26])([F:27])[F:28].[NH2:55][c:56]1[cH:57][cH:58][c:59]([F:60])[cH:61][cH:62]1.[O:63]=[CH:64][N:65]([CH3:66])[CH3:67].[n:29]1([O:30][C:31]([N:32]([CH3:33])[CH3:34])=[N+:35]([CH3:36])[CH3:37])[c:38]2[cH:39][cH:40][cH:41][cH:42][c:43]2[n:44][n:45]1>>[CH3:1][c:2]1[c:3]([CH2:13][O:14][c:15]2[n:16][cH:17][c:18]([C:19](=[O:21])[NH:55][c:56]3[cH:57][cH:58][c:59]([F:60])[cH:61][cH:62]3)[cH:22][cH:23]2)[c:4](-[c:7]2[cH:8][cH:9][cH:10][cH:11][cH:12]2)[n:5][o:6]1. Starting materials: NCCOc1cccc2ncnc(Nc3ccc(OCc4ccccn4)c(Cl)c3)c12, O=C1OCCC1O. Product: O=C(NCCOc1cccc2ncnc(Nc3ccc(OCc4ccccn4)c(Cl)c3)c12)C(O)CCO. As a reaction SMILES: [NH2:1][CH2:2][CH2:3][O:4][c:5]1[c:6]2[c:7]([NH:15][c:16]3[cH:17][c:18]([Cl:30])[c:19]([O:22][CH2:23][c:24]4[n:25][cH:26][cH:27][cH:28][cH:29]4)[cH:20][cH:21]3)[n:8][cH:9][n:10][c:11]2[cH:12][cH:13][cH:14]1.[OH:31][CH:32]1[C:33](=[O:34])[O:35][CH2:36][CH2:37]1>>[NH:1]([CH2:2][CH2:3][O:4][c:5]1[c:6]2[c:7]([NH:15][c:16]3[cH:17][c:18]([Cl:30])[c:19]([O:22][CH2:23][c:24]4[n:25][cH:26][cH:27][cH:28][cH:29]4)[cH:20][cH:21]3)[n:8][cH:9][n:10][c:11]2[cH:12][cH:13][cH:14]1)[C:33]([CH:32]([OH:31])[CH2:37][CH2:36][OH:35])=[O:34]. Starting materials: C(C)(=O)C1=CC=CC=C1 (acetophenone), C(CC(C)C)(=O)OCC (ethyl isovalerate). The product is C(C)(C)C(C(=O)OCC)C(C1=CC=CC=C1)(C)O (Ethyl 2-Isopropyl-3-hydroxy-3-methyl-3-phenylpropionate). Reaction SMILES: [C:1]([C:4]1[CH:9]=[CH:8][CH:7]=[CH:6][CH:5]=1)(=[O:3])[CH3:2].[C:10]([O:16][CH2:17][CH3:18])(=[O:15])[CH2:11][CH:12]([CH3:14])[CH3:13]>>[CH:12]([CH:11]([C:1]([OH:3])([CH3:2])[C:4]1[CH:9]=[CH:8][CH:7]=[CH:6][CH:5]=1)[C:10]([O:16][CH2:17][CH3:18])=[O:15])([CH3:14])[CH3:13]. Reported procedure: The material undergoes smooth pyrolysis when injected into a gas chromatography column (at about 230° C.) to generate acetophenone and ethyl isovalerate. Reactants: COC1=C2CCCC(C2=CC=C1)=O (5-methoxy-1-tetralone), N1CCOCC1 (morpholine). Reagents/catalysts: [Ti](Cl)(Cl)(Cl)Cl (Titanium tetrachloride). Run in C1(=CC=CC=C1)C (toluene), C1(=CC=CC=C1)C (toluene). Conditions: temperature 3 celsius, time 8 hour. Yields the product COC1=C2CCC=C(C2=CC=C1)N1CCOCC1 (5-Methoxy-(1-(N-morpholinyl))-3,4-dihydronaphthalene). RXN SMILES: [CH3:1][O:2][C:3]1[CH:12]=[CH:11][CH:10]=[C:9]2[C:4]=1[CH2:5][CH2:6][CH2:7][C:8]2=O.[NH:14]1[CH2:19][CH2:18][O:17][CH2:16][CH2:15]1>C1(C)C=CC=CC=1.[Ti](Cl)(Cl)(Cl)Cl>[CH3:1][O:2][C:3]1[CH:12]=[CH:11][CH:10]=[C:9]2[C:4]=1[CH2:5][CH2:6][CH:7]=[C:8]2[N:14]1[CH2:19][CH2:18][O:17][CH2:16][CH2:15]1. Procedure: Titanium tetrachloride (15.2 g) in dry toluene (105 ml) is added slowly to a stirred solution of 5-methoxy-1-tetralone (49 g), and morpholine (160 g) in dry toluene (1 l) cooled in an ice bath to a temperature of 3° C. under a nitrogen atmosphere. The reaction mixture is allowed to warm to RT and stirred at RT under N2 overnight. The reaction mixture is filtered, the filtered solid washed with dry toluene and dry THF and the combined filtrates evaporated in vacuo to a yellow solid (63.5 g), M.P.... The reactants are C1(=CC=CC=C1)P(C1=CC=CC=C1)C1=CC=CC=C1 (triphenylphosphine), CO (methanol), CC(C)OC(=O)/N=N/C(=O)OC(C)C (diisopropylazodicarboxylate), C(C)(C)OC(=O)N1[C@H](C[C@H](C2=NC(=CC=C12)OC)N(C=1N=NNN1)CC1=CC(=CC(=C1)C(F)(F)F)C(F)(F)F)CC ((+/−)-cis-4-[(3,5-bis-trifluoromethyl-benzyl)-(2H-tetrazol-5-yl)-amino]-2-ethyl-6-methoxy-3,4-dihydro-2H-[1,5]naphthyridine-1-carboxylic acid isopropyl ester). The solvent is ClCCl (dichloromethane). Conditions: time 15 hour. The product is C(C)(C)OC(=O)N1[C@H](C[C@H](C2=NC(=CC=C12)OC)N(C=1N=NN(N1)C)CC1=CC(=CC(=C1)C(F)(F)F)C(F)(F)F)CC ((+/−)-cis-4-[(3,5-Bis-trifluoromethyl-benzyl)-(2-methyl-2H-tetrazol-5-yl)-amino]-2-ethyl-6-methoxy-3,4-dihydro-2H-[1 ,5]naphthyridine-1-carboxylic acid isopropyl ester). Yield: 66.0%. As a reaction SMILES: [C:1]1(P(C2C=CC=CC=2)C2C=CC=CC=2)C=CC=CC=1.CO.CC(OC(/N=N/C(OC(C)C)=O)=O)C.[CH:36]([O:39][C:40]([N:42]1[C:51]2[C:46](=[N:47][C:48]([O:52][CH3:53])=[CH:49][CH:50]=2)[C@H:45]([N:54]([CH2:60][C:61]2[CH:66]=[C:65]([C:67]([F:70])([F:69])[F:68])[CH:64]=[C:63]([C:71]([F:74])([F:73])[F:72])[CH:62]=2)[C:55]2[N:56]=[N:57][NH:58][N:59]=2)[CH2:44][C@@H:43]1[CH2:75][CH3:76])=[O:41])([CH3:38])[CH3:37]>ClCCl>[CH:36]([O:39][C:40]([N:42]1[C:51]2[C:46](=[N:47][C:48]([O:52][CH3:53])=[CH:49][CH:50]=2)[C@H:45]([N:54]([CH2:60][C:61]2[CH:66]=[C:65]([C:67]([F:68])([F:69])[F:70])[CH:64]=[C:63]([C:71]([F:72])([F:73])[F:74])[CH:62]=2)[C:55]2[N:56]=[N:57][N:58]([CH3:1])[N:59]=2)[CH2:44][C@@H:43]1[CH2:75][CH3:76])=[O:41])([CH3:38])[CH3:37]. Reported procedure: Add triphenylphosphine (27 mg, 0.104 mmol), methanol (17 mg, 0.52 mmol), and diisopropylazodicarboxylate (0.018 mL, 0.104 mmol) to a solution of (+/−)-cis-4-[(3,5-bis-trifluoromethyl-benzyl)-(2H-tetrazol-5-yl)-amino]-2-ethyl-6-methoxy-3,4-dihydro-2H-[1,5]naphthyridine-1-carboxylic acid isopropyl ester in dry dichloromethane (1 mL) and stir the mixture for 15 h at room temperature. Remove the solvent in vacuo and purify the residue by silica gel chromatography, eluting with ethyl acetate/hexanes ... The reactants are CC(C)(C)N, O=C(Cl)c1ccccc1, CCOC(C)=O. Yields the product CC(C)(C)NC(=O)c1ccccc1. As a reaction SMILES: [C:1]([CH3:2])([CH3:3])([CH3:4])[NH2:5].[C:6]([c:7]1[cH:8][cH:9][cH:10][cH:11][cH:12]1)(=[O:13])[Cl:14].[CH3:15][CH2:16][O:17][C:18](=[O:19])[CH3:20]>>[C:1]([CH3:2])([CH3:3])([CH3:4])[NH:5][C:6]([c:7]1[cH:8][cH:9][cH:10][cH:11][cH:12]1)=[O:13].